Dataset: the Open Reaction Database (ORD), a public repository of structured organic reaction records. Task: describe an organic reaction: reactants, conditions, products, and yield Starting materials: CC1=CN=C2N1C1=C(CCC2NC(OCC2=CC=CC=C2)=O)C=CC=C1 (benzyl N-(1-methyl-5,6-dihydro-4H-imidazo[1,2-a][1]benzazepin-4-yl)carbamate), [H][H] (hydrogen). The reagents and catalysts are [Pd] (Pd/C), [Pd] (Pd/C), [Pd] (Pd/C). Solvent: C(C)O (ethanol). Conditions: time 7 hour. Product: CC1=CN=C2N1C1=C(CCC2N)C=CC=C1 (1-Methyl-5,6-dihydro-4H-imidazo[1,2-a][1]benzazepin-4-amine). Isolated yield 87.2%. As a reaction SMILES: [CH3:1][C:2]1[N:6]2[C:7]3[CH:26]=[CH:25][CH:24]=[CH:23][C:8]=3[CH2:9][CH2:10][CH:11]([NH:12]C(=O)OCC3C=CC=CC=3)[C:5]2=[N:4][CH:3]=1.[H][H]>C(O)C.[Pd]>[CH3:1][C:2]1[N:6]2[C:7]3[CH:26]=[CH:25][CH:24]=[CH:23][C:8]=3[CH2:9][CH2:10][CH:11]([NH2:12])[C:5]2=[N:4][CH:3]=1. Procedure: Combine benzyl N-(1-methyl-5,6-dihydro-4H-imidazo[1,2-a][1]benzazepin-4-yl)carbamate (0.99 g, 2.85 mmol) and 10% Pd/C (200 mg, 1.88 mmol) in absolute ethanol (50 mL). Place the mixture on a Parr shaker for 7 hours (hydrogen (H2) 60 psi, ambient temperature). Remove the catalyst by filtration, add 10% Pd/C (200 mg, 1.88 mmol) to the filtrate, and place the mixture on a Parr shaker for 7 additional hours (60 psi, ambient temperature). After 7 hours, add more 10% Pd/C (189 mg, 1.78 mmol) and shake ... Reactants: Cc1ccccc1, O=C(Cl)c1sc2ccc(OCc3ccccc3)cc2c1Cl, [NH4+], [OH-]. The product is NC(=O)c1sc2ccc(OCc3ccccc3)cc2c1Cl. Reaction SMILES: [CH3:24][c:25]1[cH:26][cH:27][cH:28][cH:29][cH:30]1.[Cl:1][c:2]1[c:3]2[c:4]([s:5][c:6]1[C:7](=[O:8])[Cl:9])[cH:10][cH:11][c:12]([O:14][CH2:15][c:16]1[cH:17][cH:18][cH:19][cH:20][cH:21]1)[cH:13]2.[NH4+:23].[OH-:22]>>[Cl:1][c:2]1[c:3]2[c:4]([s:5][c:6]1[C:7](=[O:8])[NH2:23])[cH:10][cH:11][c:12]([O:14][CH2:15][c:16]1[cH:17][cH:18][cH:19][cH:20][cH:21]1)[cH:13]2. The reactants are BrC1=CC=C(C=C1)C1=NN2C(N=C(C=C2N2CCOCC2)Cl)=C1 (2-(4-bromo-phenyl)-5-chloro-7-morpholin-4-yl-pyrazolo[1,5-a]pyrimidine), C([O-])([O-])=O.[K+].[K+] (potassium carbonate), O.NN (hydrazine monohydrate), C(C)O (ethanol). Conditions: temperature 150 celsius, time 20 minute. The product is BrC1=CC=C(C=C1)C1=NN2C(N=C(C=C2N2CCOCC2)NN=CC2=CC(=CC=C2)C)=C1 (N-{2-(4-Bromo-phenyl)-7-morpholin-4-yl-pyrazolo[1,5-a]-pyrimidin-5-yl}-N′-(3-methyl-benzylidene)-hydrazine). As a reaction SMILES: [Br:1][C:2]1[CH:7]=[CH:6][C:5]([C:8]2[CH:23]=[C:11]3[N:12]=[C:13](Cl)[CH:14]=[C:15]([N:16]4[CH2:21][CH2:20][O:19][CH2:18][CH2:17]4)[N:10]3[N:9]=2)=[CH:4][CH:3]=1.C(=O)([O-])[O-].[K+].[K+].O.[NH2:31][NH2:32].[CH2:33](O)[CH3:34]>>[Br:1][C:2]1[CH:7]=[CH:6][C:5]([C:8]2[CH:23]=[C:11]3[N:12]=[C:13]([NH:31][N:32]=[CH:8][C:5]4[CH:4]=[CH:3][CH:2]=[C:33]([CH3:34])[CH:6]=4)[CH:14]=[C:15]([N:16]4[CH2:21][CH2:20][O:19][CH2:18][CH2:17]4)[N:10]3[N:9]=2)=[CH:4][CH:3]=1 |f:1.2.3,4.5|. Procedure details: There was suspended, in ethanol (2 mL), 2-(4-bromo-phenyl)-5-chloro-7-morpholin-4-yl-pyrazolo[1,5-a]pyrimidine (59.3 mg, 0.179 mM) and then potassium carbonate (27.2 mg, 0.197 mM) and hydrazine monohydrate (86.8 μL, 1.79 mM) were added to the suspension. This suspension was stirred at 150° C. for 20 minutes under the irradiation with microwaves. This reaction liquid was diluted with a saturated aqueous common salt solution and then extracted with ethyl acetate. The extracts thus obtained were co... The reactants are N#CCC1CCCN(C(=O)OCc2ccccc2)C1, CCO, Cl, [H][H]. RXN SMILES: [CH2:1]([O:2][C:3](=[O:4])[N:11]1[CH2:12][CH:13]([CH2:17][C:18]#[N:19])[CH2:14][CH2:15][CH2:16]1)[c:5]1[cH:6][cH:7][cH:8][cH:9][cH:10]1.[CH3:23][CH2:24][OH:25].[ClH:20].[H:21][H:22]>>[NH:11]1[CH2:12][CH:13]([CH2:17][C:18]#[N:19])[CH2:14][CH2:15][CH2:16]1. The product is N#CCC1CCCNC1. The reactants are ClC1=NC(=C2N=CN(C2=N1)C(CC)C)NC1=CC=C(C=C1)OC(F)(F)F (2-chloro-9-(1-methylpropyl)-N-[4-(trifluoromethoxy)-phenyl]-9H-purin-6-amine), N[C@@H]1CC[C@H](CC1)N (trans-1,4-diaminocyclohexane). Yields the product Cl.Cl.NC1CCC(CC1)NC1=NC(=C2N=CN(C2=N1)C(CC)C)NC1=CC=C(C=C1)OC(F)(F)F (N2-(4-aminocyclo-hexyl)-9-(1-methylpropyl)-N6-[4-(trifluoromethoxy)-phenyl]-9H-purin-2,6-diamine dihydrochloride). Isolated yield 99.5%. As a reaction SMILES: [Cl:1][C:2]1[N:10]=[C:9]2[C:5]([N:6]=[CH:7][N:8]2[CH:11]([CH3:14])[CH2:12][CH3:13])=[C:4]([NH:15][C:16]2[CH:21]=[CH:20][C:19]([O:22][C:23]([F:26])([F:25])[F:24])=[CH:18][CH:17]=2)[N:3]=1.[NH2:27][C@H:28]1[CH2:33][CH2:32][C@H:31]([NH2:34])[CH2:30][CH2:29]1>>[ClH:1].[ClH:1].[NH2:27][CH:28]1[CH2:33][CH2:32][CH:31]([NH:34][C:2]2[N:10]=[C:9]3[C:5]([N:6]=[CH:7][N:8]3[CH:11]([CH3:14])[CH2:12][CH3:13])=[C:4]([NH:15][C:16]3[CH:21]=[CH:20][C:19]([O:22][C:23]([F:26])([F:25])[F:24])=[CH:18][CH:17]=3)[N:3]=2)[CH2:30][CH2:29]1 |f:2.3.4|. Procedure details: The operation is carried out as in Stage 2 of Example 44 starting from 201 mg of the product obtained in Stage 1 above and 595 mg of trans-1,4-diaminocyclohexane. In this way 139 mg of expected product is obtained in the form of crystals. The reactants are Cn2cnc1ccccc12 (effective_coupling_partner), C1=CC=CC2=C1C=C(C=C2)OC (substrate). Reagents/catalysts: IPr. Conditions: temperature 90 celsius, time 16 hour. Product: Cn4c(c2ccc1ccccc1c2)nc3ccccc34. Yields the product S1C=CC2=C1C=CC(=C2)C(CCC#N)C2=CNC1=C(C=CC=C21)CSC (4-(1-Benzothiophen-5-yl)-4-{7-[(methylsulfanyl)methyl]-1H-indol-3-yl}butanonitrile). Reported procedure: The title compound was prepared starting from 768 mg (1.72 mmol) of the compound from Example 68A in analogy to the synthesis of the compound from Example 50. 494 mg (76% of theory) of the target compound were obtained. As a reaction SMILES: CS(O[CH2:6][CH2:7][CH:8]([C:21]1[CH:22]=[CH:23][C:24]2[S:28][CH:27]=[CH:26][C:25]=2[CH:29]=1)[C:9]1[C:17]2[C:12](=[C:13]([CH2:18][S:19][CH3:20])[CH:14]=[CH:15][CH:16]=2)[NH:11][CH:10]=1)(=O)=O.ClC1C=CC(C(C2C3C(=C(CSC)C(F)=CC=3)NC=2)CC[C:40]#[N:41])=CC=1>>[S:28]1[C:24]2[CH:23]=[CH:22][C:21]([CH:8]([C:9]3[C:17]4[C:12](=[C:13]([CH2:18][S:19][CH3:20])[CH:14]=[CH:15][CH:16]=4)[NH:11][CH:10]=3)[CH2:7][CH2:6][C:40]#[N:41])=[CH:29][C:25]=2[CH:26]=[CH:27]1. The reactants are CS(=O)(=O)OCCC(C1=CNC2=C(C=CC=C12)CSC)C=1C=CC2=C(C=CS2)C1 (3-(1-Benzothiophen-5-yl)-3-{7-[(methylsulfanyl)methyl]-1H-indol-3-yl}propyl methanesulfonate), ClC1=CC=C(C=C1)C(CCC#N)C1=CNC2=C(C(=CC=C12)F)CSC (4-(4-Chlorophenyl)-4-{6-fluoro-7-[(methylsulfanyl)methyl]-1H-indol-3-yl}butanonitrile).